Dataset: the Open Reaction Database (ORD), a public repository of structured organic reaction records. Task: describe an organic reaction: reactants, conditions, products, and yield The reactants are CO, CCCC(N=[N+]=[N-])C(O)C(=O)NC1CC1. The product is CCCC(N)C(O)C(=O)NC1CC1. As a reaction SMILES: [CH3:16][OH:17].[N:1](=[N+:2]=[N-:3])[CH:4]([CH:5]([C:6](=[O:7])[NH:8][CH:9]1[CH2:10][CH2:11]1)[OH:12])[CH2:13][CH2:14][CH3:15]>>[NH2:1][CH:4]([CH:5]([C:6](=[O:7])[NH:8][CH:9]1[CH2:10][CH2:11]1)[OH:12])[CH2:13][CH2:14][CH3:15]. The reactants are FB(F)F, CC(C)C#N, CCOCC, CCOC(C)=O, O=C(NC1CC1)C1OC1Cc1ccccc1, [Na+], O=C([O-])O. Yields the product CC(C)C1=NC(Cc2ccccc2)C(C(=O)NC2CC2)O1. Reaction SMILES: [B:27]([F:28])([F:29])[F:30].[C:17]([CH:18]([CH3:19])[CH3:20])#[N:21].[CH2:22]([O:23][CH2:24][CH3:25])[CH3:26].[CH3:36][CH2:37][O:38][C:39](=[O:40])[CH3:41].[CH:1]1([NH:4][C:5](=[O:6])[CH:7]2[O:8][CH:9]2[CH2:10][c:11]2[cH:12][cH:13][cH:14][cH:15][cH:16]2)[CH2:2][CH2:3]1.[Na+:31].[OH:32][C:33](=[O:34])[O-:35]>>[CH:1]1([NH:4][C:5](=[O:6])[CH:7]2[O:8][C:17]([CH:18]([CH3:19])[CH3:20])=[N:21][CH:9]2[CH2:10][c:11]2[cH:12][cH:13][cH:14][cH:15][cH:16]2)[CH2:2][CH2:3]1.